Dataset: the Open Reaction Database (ORD), a public repository of structured organic reaction records. Task: describe an organic reaction: reactants, conditions, products, and yield The reactants are O1CCOCC1.C(C)(=O)O (dioxane acetic acid), Cl.C(C1=CC=CC=C1)N(C(CC(=O)O)C)CC(=O)C1=C2C=C(NC2=C(C=C1)OCC1=CC=CC=C1)C(=O)O (4-[N-benzyl-N-(2-carboxy-1-methylethyl)aminoacetyl]-7-benzyloxyindole-2-carboxylic acid hydrochloride), ClCOC (chloromethylmethyl ether). The product is crude product, C(C)(=O)O.COCOC(=O)C=1NC2=C(C=CC(=C2C1)C(CN(C(CC(=O)OCOC)C)CC1=CC=CC=C1)=O)OCC1=CC=CC=C1 (4-[N-benzyl-N-(2-methoxymethoxycarbonyl-1-methylethyl)aminoacetyl]-7-benzyloxyindole-2-carboxylic acid methoxymethyl ester acetate). RXN SMILES: Cl.[CH2:2]([N:9]([CH2:16][C:17]([C:19]1[CH:27]=[CH:26][C:25]([O:28][CH2:29][C:30]2[CH:35]=[CH:34][CH:33]=[CH:32][CH:31]=2)=[C:24]2[C:20]=1[CH:21]=[C:22]([C:36]([OH:38])=[O:37])[NH:23]2)=[O:18])[CH:10]([CH3:15])[CH2:11][C:12]([OH:14])=[O:13])[C:3]1[CH:8]=[CH:7][CH:6]=[CH:5][CH:4]=1.Cl[CH2:40][O:41][CH3:42].[O:43]1[CH2:48]COC[CH2:44]1.C(O)(=O)C>>[C:12]([OH:14])(=[O:13])[CH3:11].[CH3:40][O:41][CH2:42][O:37][C:36]([C:22]1[NH:23][C:24]2[C:20]([CH:21]=1)=[C:19]([C:17](=[O:18])[CH2:16][N:9]([CH2:2][C:3]1[CH:8]=[CH:7][CH:6]=[CH:5][CH:4]=1)[CH:10]([CH3:15])[CH2:11][C:12]([O:14][CH2:44][O:43][CH3:48])=[O:13])[CH:27]=[CH:26][C:25]=2[O:28][CH2:29][C:30]1[CH:35]=[CH:34][CH:33]=[CH:32][CH:31]=1)=[O:38] |f:0.1,3.4,5.6|. Procedure details: Under the conditions of Example 21(A), 5 g of 4-[N-benzyl-N-(2-carboxy-1-methylethyl)aminoacetyl]-7-benzyloxyindole-2-carboxylic acid hydrochloride is reacted with 1.6 g of chloromethylmethyl ether and worked up. Treatment of the crude product with dioxane/acetic acid yields 4.2 g of 4-[N-benzyl-N-(2-methoxymethoxycarbonyl-1-methylethyl)aminoacetyl]-7-benzyloxyindole-2-carboxylic acid methoxymethyl ester acetate, decomposition point 118°-122° C. The reactants are COC=1C(=NC=CC1OC)CSC=1NC2=C(N1)C=CC=C2 (2-[(3,4-dimethoxypyrid-2-yl)methylthio]benzimidazole), ClC1=CC(=CC=C1)C(=O)OO (m-chloroperbenzoic acid). Run in C(Cl)Cl (methylene chloride), C(Cl)Cl (methylene chloride). Product: COC=1C(=NC=CC1OC)CS(=O)C=1NC2=C(N1)C=CC=C2 (2-[(3,4-dimethoxypyrid-2-yl)methylsulfinyl]benzimidazole). Isolated yield 58.9%. Reaction SMILES: [CH3:1][O:2][C:3]1[C:4]([CH2:11][S:12][C:13]2[NH:14][C:15]3[CH:21]=[CH:20][CH:19]=[CH:18][C:16]=3[N:17]=2)=[N:5][CH:6]=[CH:7][C:8]=1[O:9][CH3:10].ClC1C=CC=C(C(OO)=[O:30])C=1>C(Cl)Cl>[CH3:1][O:2][C:3]1[C:4]([CH2:11][S:12]([C:13]2[NH:17][C:16]3[CH:18]=[CH:19][CH:20]=[CH:21][C:15]=3[N:14]=2)=[O:30])=[N:5][CH:6]=[CH:7][C:8]=1[O:9][CH3:10]. Procedure details: To a solution of 2-[(3,4-dimethoxypyrid-2-yl)methylthio]benzimidazole (1.08 g) in methylene chloride (30 ml) was added m-chloroperbenzoic acid (0.79 g) in small protions below 10° C. After completion of the reaction the reaction, the mixture was diluted with methylene chloride (70 ml), washed with an aqueous solution of potassium carbonate and then with water, dried, and evaporated. The residue was purified by column chromatography on silica gel (chloroform-methanol (40:1)) and crystallized from...